Dataset: the Open Reaction Database (ORD), a public repository of structured organic reaction records. Task: describe an organic reaction: reactants, conditions, products, and yield Reactants: CC(=O)C (acetone), OC1=CC=C(C2=CC=CC=C12)O (1,4-dihydroxynaphthalene), C([O-])([O-])=O.[K+].[K+] (potassium carbonate), S(=O)(=O)(OC)OC (dimethyl sulfate). Run in O (water). Yields the product COC1=CC=C(C2=CC=CC=C12)OC (1,4-dimethoxynaphthalene). Reaction SMILES: [CH3:1]C(C)=O.O[C:6]1[C:15]2[C:10](=[CH:11][CH:12]=[CH:13][CH:14]=2)[C:9]([OH:16])=[CH:8][CH:7]=1.[C:17](=[O:20])([O-])[O-].[K+].[K+].S(OC)(OC)(=O)=O>O>[CH3:1][O:16][C:9]1[C:10]2[C:15](=[CH:14][CH:13]=[CH:12][CH:11]=2)[C:6]([O:20][CH3:17])=[CH:7][CH:8]=1 |f:2.3.4|. Reported procedure: To one liter of acetone were added 50.0 g (0.31 mol) of 1,4-dihydroxynaphthalene. To the resulting solution then were added 95.0 g (0.69 mol) of powdered potassium carbonate and 65 ml (0.69 mol) of dimethyl sulfate. The resulting mixture was stirred at reflux for 18 hours after which it was diluted with two liters of water and then extracted with methylene chloride. The organic extracts were combined,.dried over sodium sulfate, and evaporated in vacuo to give a black oil. The oil was distilled i...